From a dataset of the Open Reaction Database (ORD), a public repository of structured organic reaction records. describe an organic reaction: reactants, conditions, products, and yield Starting materials: O1C(=NC2=C1C=CC=C2)N(C)CCOC2=CC=C(C=C2)CC(C(=O)OC)SC(C)C (methyl 3-[4-[2-[N-(2-benzoxazolyl)-N-methylamino]ethoxy]phenyl]-2-(2-propylthio)propanoate). The solvent is C1(=CC=CC=C1)C (toluene). Product: O1C(=NC2=C1C=CC=C2)N(C)CCOC2=CC=C(C=C2)CC(C(=O)O)SC(C)C (3-[4-[2-[N-(2-Benzoxazolyl)-N-methylamino]ethoxy]phenyl]-2-(2-propylthio)propanoic Acid). As a reaction SMILES: [O:1]1[C:5]2[CH:6]=[CH:7][CH:8]=[CH:9][C:4]=2[N:3]=[C:2]1[N:10]([CH2:12][CH2:13][O:14][C:15]1[CH:20]=[CH:19][C:18]([CH2:21][CH:22]([S:27][CH:28]([CH3:30])[CH3:29])[C:23]([O:25]C)=[O:24])=[CH:17][CH:16]=1)[CH3:11]>C1(C)C=CC=CC=1>[O:1]1[C:5]2[CH:6]=[CH:7][CH:8]=[CH:9][C:4]=2[N:3]=[C:2]1[N:10]([CH2:12][CH2:13][O:14][C:15]1[CH:20]=[CH:19][C:18]([CH2:21][CH:22]([S:27][CH:28]([CH3:30])[CH3:29])[C:23]([OH:25])=[O:24])=[CH:17][CH:16]=1)[CH3:11]. Reported procedure: The title compound, mp 143.9°-144.8° C. (toluene), was prepared from methyl 3-[4-[2-[N-(2-benzoxazolyl)-N-methylamino]ethoxy]phenyl]-2-(2-propylthio)propanoate by a procedure similar to that describe in Example 24. RXN SMILES: [Br-:46].[CH3:47][CH2:48][CH2:49][CH2:50][N+:51]([CH2:52][CH2:53][CH2:54][CH3:55])([CH2:56][CH2:57][CH2:58][CH3:59])[CH2:60][CH2:61][CH2:62][CH3:63].[CH:1](=[CH:2][CH2:3][CH3:4])[CH:5]([CH2:6][C:7](=[O:8])[O-:9])[O:10][C:11]([CH:12]([NH:13][C:14](=[O:15])[O:16][CH2:17][c:18]1[cH:19][cH:20][cH:21][cH:22][cH:23]1)[CH:24]([CH3:25])[CH3:26])=[O:27].[ClH:39].[K+:33].[Mn:28]([O-:29])(=[O:30])(=[O:31])=[O:32].[Na+:38].[OH2:64].[S:34](=[O:35])([OH:36])[O-:37].[cH:40]1[cH:41][cH:42][cH:43][cH:44][cH:45]1>>[CH2:5]([CH2:6][C:7](=[O:8])[OH:9])[O:10][C:11]([CH:12]([NH:13][C:14](=[O:15])[O:16][CH2:17][c:18]1[cH:19][cH:20][cH:21][cH:22][cH:23]1)[CH:24]([CH3:25])[CH3:26])=[O:27]. Reactants: [Br-], CCCC[N+](CCCC)(CCCC)CCCC, CCC=CC(CC(=O)[O-])OC(=O)C(NC(=O)OCc1ccccc1)C(C)C, Cl, [K+], O=[Mn](=O)(=O)[O-], [Na+], O, O=S([O-])O, c1ccccc1. Product: CC(C)C(NC(=O)OCc1ccccc1)C(=O)OCCC(=O)O. Starting materials: C1CCOC1 (THF), C(CCC)[Li] (n-Butyllithium), Br.C(C)NC1=C(C=CC=C1C)C (N-ethyl-2,6-dimethylaniline hydrobromide), C(C)N(C1=C(C=CC=C1C)C)C#N (N-Ethyl-N-cyano-2,6-dimethylaniline). The solvent is CCCCCC (hexane), CCCCCC (hexane). Reaction conditions: time 1 hour. Yields the product CC1=C(C(=CC=C1)C)N(C(=N)N(CC)C1=C(C=CC=C1C)C)CC (1,3-bis(2,6-dimethylphenyl)-1,3-diethylguanidine). Reaction SMILES: C([Li])CCC.Br.[CH2:7]([NH:9][C:10]1[C:15]([CH3:16])=[CH:14][CH:13]=[CH:12][C:11]=1[CH3:17])[CH3:8].[CH2:18]([N:20]([C:29]#[N:30])[C:21]1[C:26]([CH3:27])=[CH:25][CH:24]=[CH:23][C:22]=1[CH3:28])[CH3:19].C1COCC1>CCCCCC>[CH3:17][C:11]1[CH:12]=[CH:13][CH:14]=[C:15]([CH3:16])[C:10]=1[N:9]([CH2:7][CH3:8])[C:29]([N:20]([C:21]1[C:26]([CH3:27])=[CH:25][CH:24]=[CH:23][C:22]=1[CH3:28])[CH2:18][CH3:19])=[NH:30] |f:1.2|. Reported procedure: n-Butyllithium (20.5 mL, 1.6 M in hexane, 32.8 mmol) was added dropwise to a stirred suspension of N-ethyl-2,6-dimethylaniline hydrobromide (3.8 g, 16.5 mmol) in hexane (40 mL) at 0° C. The reaction mixture was stirred for 1 h at room temperature and cooled subsequently to −80° C. N-Ethyl-N-cyano-2,6-dimethylaniline (2.92 g, 16.8 mmol) was added drop wise at −80° C. after which the reaction mixture was allowed to slowly warm up to room temperature. The resulting reaction mixture was stirred for ... Reactants: C1COCCN1, COC(=O)c1nc(CI)n(-c2ccc(Cl)cc2C(=O)c2ccccc2)n1, CO. Yields the product COC(=O)c1nc(CN2CCOCC2)n(-c2ccc(Cl)cc2C(=O)c2ccccc2)n1. RXN SMILES: [CH2:27]1[CH2:28][O:29][CH2:30][CH2:31][NH:32]1.[CH3:1][O:2][C:3](=[O:4])[c:5]1[n:6][n:7](-[c:12]2[c:13]([C:19]([c:20]3[cH:21][cH:22][cH:23][cH:24][cH:25]3)=[O:26])[cH:14][c:15]([Cl:18])[cH:16][cH:17]2)[c:8]([CH2:10][I:11])[n:9]1.[CH3:33][OH:34]>>[CH3:1][O:2][C:3](=[O:4])[c:5]1[n:6][n:7](-[c:12]2[c:13]([C:19]([c:20]3[cH:21][cH:22][cH:23][cH:24][cH:25]3)=[O:26])[cH:14][c:15]([Cl:18])[cH:16][cH:17]2)[c:8]([CH2:10][N:32]2[CH2:27][CH2:28][O:29][CH2:30][CH2:31]2)[n:9]1. Starting materials: C(#N)C1=CN(C=2N=C(N=C(C21)Cl)Cl)[C@H]2[C@H](OC(C)=O)[C@H](OC(C)=O)[C@H](O2)COC(C)=O (5-Cyano-2,4-dichloro-7-(2,3,5-tri-O-acetyl-β-D-ribofuranosyl)-pyrrolo[2,3-d]pyrimidine), CO (methanol), 50W-X. Run in C[O-].[Na+] (sodium methoxide). Yields the product ClC=1N=C(C2=C(N1)N(C=C2C#N)[C@H]2[C@H](O)[C@H](O)[C@H](O2)CO)OC (2-Chloro-5-cyano-4-methoxy-7-(β-D-ribofuranosyl)pyrrolo-[2,3-d]pyrimidine). The yield is 34.6%. Reaction SMILES: [C:1]([C:3]1[C:11]2[C:10](Cl)=[N:9][C:8]([Cl:13])=[N:7][C:6]=2[N:5]([C@@H:14]2[O:26][C@H:25]([CH2:27][O:28]C(=O)C)[C@@H:20]([O:21]C(=O)C)[C@H:15]2[O:16]C(=O)C)[CH:4]=1)#[N:2].[CH3:32][OH:33]>C[O-].[Na+]>[Cl:13][C:8]1[N:9]=[C:10]([O:33][CH3:32])[C:11]2[C:3]([C:1]#[N:2])=[CH:4][N:5]([C@@H:14]3[O:26][C@H:25]([CH2:27][OH:28])[C@@H:20]([OH:21])[C@H:15]3[OH:16])[C:6]=2[N:7]=1 |f:2.3|. Procedure details: 5-Cyano-2,4-dichloro-7-(2,3,5-tri-O-acetyl-β-D-ribofuranosyl)pyrrolo[2,3-d]pyrimidine (5, 400 mg) was dissolved in 40 ml of methanol containing 200 mg of sodium methoxide. The solution was stirred at room temperature for 1 hr and neutralized to pH 7 with Dowex 50W-X 12 (H30) resin. The resin was filtered and the solvent was evaporated to dryness in vacuo. The residue was dissolved in water, treated with decolorizing carbon, filtered and the product slowly crystallized under an air stream. The so... The reactants are CCOC(=O)C1=C(C)NC(CS)=C(C(=O)OCC)C1c1cccc([N+](=O)[O-])c1, C=O, CO. Product: CCOC(=O)C1=C(C)NC(CSCO)=C(C(=O)OCC)C1c1cccc([N+](=O)[O-])c1. Reaction SMILES: [C:1](=[O:2])([O:3][CH2:4][CH3:5])[C:6]1=[C:7]([CH2:27][SH:28])[NH:8][C:9]([CH3:26])=[C:10]([C:21](=[O:22])[O:23][CH2:24][CH3:25])[CH:11]1[c:12]1[cH:13][c:14]([N+:18](=[O:19])[O-:20])[cH:15][cH:16][cH:17]1.[CH2:29]=[O:30].[CH3:31][OH:32]>>[C:1](=[O:2])([O:3][CH2:4][CH3:5])[C:6]1=[C:7]([CH2:27][S:28][CH2:29][OH:30])[NH:8][C:9]([CH3:26])=[C:10]([C:21](=[O:22])[O:23][CH2:24][CH3:25])[CH:11]1[c:12]1[cH:13][c:14]([N+:18](=[O:19])[O-:20])[cH:15][cH:16][cH:17]1. Reactants: C(C)(=O)N1C(C(C2=CC=C(C=C12)C(=O)OCC)=C(CC)OCC)=O (1-acetyl-3-(1-ethoxy-1-ethyl-methylene)-6-ethoxycarbonyl-2-indolinone), N1(CCCCC1)CC1=CC=C(N)C=C1 (4-(piperidin-1-yl-methyl)-aniline). Product: N1(CCCCC1)CC1=CC=C(N\C(\CC)=C\2/C(NC3=CC(=CC=C23)C(=O)OCC)=O)C=C1 (3-Z-[1-(4-(piperidin-1-yl-methyl)-anilino)-1-ethyl-methylene]-6-ethoxycarbonyl-2-indolinone). Reaction SMILES: C([N:4]1[C:12]2[C:7](=[CH:8][CH:9]=[C:10]([C:13]([O:15][CH2:16][CH3:17])=[O:14])[CH:11]=2)[C:6](=[C:18](OCC)[CH2:19][CH3:20])[C:5]1=[O:24])(=O)C.[N:25]1([CH2:31][C:32]2[CH:38]=[CH:37][C:35]([NH2:36])=[CH:34][CH:33]=2)[CH2:30][CH2:29][CH2:28][CH2:27][CH2:26]1>>[N:25]1([CH2:31][C:32]2[CH:33]=[CH:34][C:35]([NH:36]/[C:18](=[C:6]3\[C:5](=[O:24])[NH:4][C:12]4[C:7]\3=[CH:8][CH:9]=[C:10]([C:13]([O:15][CH2:16][CH3:17])=[O:14])[CH:11]=4)/[CH2:19][CH3:20])=[CH:37][CH:38]=2)[CH2:26][CH2:27][CH2:28][CH2:29][CH2:30]1. Procedure details: Prepared from 1-acetyl-3-(1-ethoxy-1-ethyl-methylene)-6-ethoxycarbonyl-2-indolinone and 4-(piperidin-1-yl-methyl)-aniline Rf value: 0.9 (silica gel, methylene chloride/ethanol=5:1) C26H31N3O3 The reactants are Cl.NO (hydroxylamine hydrochloride), Cl.NO (Hydroxylamine hydrochloride), C(#N)N1CCC(CC1)C1=CC=C(C=C1)[C@H](C)NC(C)=O ((S)-N-{1-[4-(1-cyano-piperidin-4-yl)-phenyl]ethyl}-acetamide), CCN(C(C)C)C(C)C (DIPEA). The solvent is C(C)O (ethanol). Run at time 2 hour. Yields the product ONC(=N)N1CCC(CC1)C1=CC=C(C=C1)[C@H](C)NC(C)=O ((S)—N-(1-{4-[1-(N-Hydroxycarbamimidoyl)-piperidin-4-yl]-phenyl}-ethyl)-acetamide). Reaction SMILES: Cl.[NH2:2][OH:3].[C:4]([N:6]1[CH2:11][CH2:10][CH:9]([C:12]2[CH:17]=[CH:16][C:15]([C@@H:18]([NH:20][C:21](=[O:23])[CH3:22])[CH3:19])=[CH:14][CH:13]=2)[CH2:8][CH2:7]1)#[N:5].CCN(C(C)C)C(C)C>C(O)C>[OH:3][NH:2][C:4]([N:6]1[CH2:11][CH2:10][CH:9]([C:12]2[CH:13]=[CH:14][C:15]([C@@H:18]([NH:20][C:21](=[O:23])[CH3:22])[CH3:19])=[CH:16][CH:17]=2)[CH2:8][CH2:7]1)=[NH:5] |f:0.1|. Procedure: 256.4 mg (3.69 mmol) Hydroxylamine hydrochloride are added to a mixture of 1.0 g (3.69 mmol) (S)-N-{1-[4-(1-cyano-piperidin-4-yl)-phenyl]ethyl}-acetamide (XXVII.1) and 0.63 mL (3.69 mmol) DIPEA in 20 mL ethanol. The mixture is refluxed for 4 h, an additional amount of 50 mg hydroxylamine hydrochloride is added and refluxing is continued for 2 h. The solvent is removed in vacuo and water is added. The mixture is then purified by HPLC (RP C18 Xbridge, water (+0.1% ammonia)/MeOH) to yield the desir... The reactants are Hpa-OSu, N([C@@H](CC(OC(C)(C)C)=O)C(=O)O)C(=O)OCC1C2=CC=CC=C2C2=CC=CC=C12 (Fmoc-Asp(OtBu)-OH), C(=O)(OCC1C2=CC=CC=C2C2=CC=CC=C12)N([C@@H](CC1=CC=CC=C1)C(=O)O)C (Fmoc-MePhe-OH), N(CC(=O)O)C(=O)OCC1C2=CC=CC=C2C2=CC=CC=C12 (Fmoc-Gly-OH), amide, N([C@@H](CCCCNC(=O)OC(C)(C)C)C(=O)O)C(=O)OCC1C2=CC=CC=C2C2=CC=CC=C12 (Fmoc-Lys(Boc)-OH), N([C@@H](CC1=CNC2=CC=CC=C12)C(=O)O)C(=O)OCC1C2=CC=CC=C2C2=CC=CC=C12 (Fmoc-Trp-OH), N([C@@H](CCCC)C(=O)O)C(=O)OCC1C2=CC=CC=C2C2=CC=CC=C12 (Fmoc-Ahx-OH). Yields the product N[C@@H](CC(O)=O)C(=O)O (Asp), N([C@@H](CC1=CC=CC=C1)C(=O)O)C (MePhe), N[C@@H](CC1=CC=CC=C1)C(=O)O (Phe), N[C@@H](CC1=CNC2=CC=CC=C12)C(=O)O (Trp). RXN SMILES: [C:1]([N:18](C)[C@H:19]([C:27]([OH:29])=[O:28])[CH2:20][C:21]1[CH:26]=[CH:25][CH:24]=[CH:23][CH:22]=1)(OCC1C2C(=CC=CC=2)C2C1=CC=CC=2)=O.[NH:31](C(OCC1C2C(=CC=CC=2)C2C1=CC=CC=2)=O)[C@H:32]([C:41]([OH:43])=[O:42])[CH2:33][C:34](=[O:40])[O:35]C(C)(C)C.N(C(OCC1C2C(=CC=CC=2)C2C1=CC=CC=2)=O)[C@H](C(O)=O)CCCC.[NH:87](C(OCC1C2C(=CC=CC=2)C2C1=CC=CC=2)=O)[C@H:88]([C:99]([OH:101])=[O:100])[CH2:89][C:90]1[C:98]2[C:93](=[CH:94][CH:95]=[CH:96][CH:97]=2)[NH:92][CH:91]=1.N(C(OCC1C2C(=CC=CC=2)C2C1=CC=CC=2)=O)CC(O)=O.N(C(OCC1C2C(=CC=CC=2)C2C1=CC=CC=2)=O)[C@H](C(O)=O)CCCCNC(OC(C)(C)C)=O>>[NH2:31][C@H:32]([C:41]([OH:43])=[O:42])[CH2:33][C:34](=[O:35])[OH:40].[NH:18]([CH3:1])[C@H:19]([C:27]([OH:29])=[O:28])[CH2:20][C:21]1[CH:26]=[CH:25][CH:24]=[CH:23][CH:22]=1.[NH2:18][C@H:19]([C:27]([OH:29])=[O:28])[CH2:20][C:21]1[CH:26]=[CH:25][CH:24]=[CH:23][CH:22]=1.[NH2:87][C@H:88]([C:99]([OH:101])=[O:100])[CH2:89][C:90]1[C:98]2[C:93](=[CH:94][CH:95]=[CH:96][CH:97]=2)[NH:92][CH:91]=1. Procedure details: Following the procedure of Table 2, Fmoc-MePhe-OH, Fmoc-Asp(OtBu)-OH, Fmoc-Ahx-OH, Fmoc-Trp-OH, Fmoc-Gly-OH, Fmoc-Lys(Boc)-OH and Hpa-OSu were sequentially coupled to the Rink amide resin. Following removal of the peptide from the resin using standard procedures the 2-methylphenylacetamide group was added to the ε-amino of Lys using o-tolylisocyanate. Amino Acid analysis following acid decomposition gave Asp 1.01 (1), Gly 1.03 (1), MePhe 0.98 (1), Lys 0.94 (1), Ahx 1.04 (1), Trp 0.96 (1). MS (FA... The reactants are FC(C(=O)O)(F)F.CN1N=NC=2C(=NC(=CC21)C=2C=NC(=C(C2)C(F)(F)F)OCCC2CCNCC2)C#N (1-methyl-6-(6-(2-(piperidin-4-yl)ethoxy)-5-(trifluoromethyl)-pyridin-3-yl)-1H-[1,2,3]triazolo[4,5-c]pyridine-4-carbonitrile trifluoroacetate), C(C)(C)N(C(C)C)CC (N,N-diisopropylethylamine), ClCC(C)(O)C (1-chloro-2-methylpropan-2-ol), [I-].[Na+] (sodium iodide). Solvent: C(C)#N (acetonitrile). Run at temperature 160 celsius. Product: OC(CN1CCC(CC1)CCOC1=C(C=C(C=N1)C1=CC2=C(C(=N1)C#N)N=NN2C)C(F)(F)F)(C)C (6-(6-(2-(1-(2-hydroxy-2-methylpropyl)piperidin-4-yl)ethoxy)-5-(trifluoromethyl)pyridin-3-yl)-1-methyl-1H-[1,2,3]triazolo[4,5-c]pyridine-4-carbonitrile). The yield is 31.0%. RXN SMILES: FC(F)(F)C(O)=O.[CH3:8][N:9]1[C:17]2[CH:16]=[C:15]([C:18]3[CH:19]=[N:20][C:21]([O:28][CH2:29][CH2:30][CH:31]4[CH2:36][CH2:35][NH:34][CH2:33][CH2:32]4)=[C:22]([C:24]([F:27])([F:26])[F:25])[CH:23]=3)[N:14]=[C:13]([C:37]#[N:38])[C:12]=2[N:11]=[N:10]1.C(N(CC)C(C)C)(C)C.Cl[CH2:49][C:50]([CH3:53])([OH:52])[CH3:51].[I-].[Na+]>C(#N)C>[OH:52][C:50]([CH3:53])([CH3:51])[CH2:49][N:34]1[CH2:35][CH2:36][CH:31]([CH2:30][CH2:29][O:28][C:21]2[N:20]=[CH:19][C:18]([C:15]3[N:14]=[C:13]([C:37]#[N:38])[C:12]4[N:11]=[N:10][N:9]([CH3:8])[C:17]=4[CH:16]=3)=[CH:23][C:22]=2[C:24]([F:25])([F:26])[F:27])[CH2:32][CH2:33]1 |f:0.1,4.5|. Reported procedure: To a solution of 1-methyl-6-(6-(2-(piperidin-4-yl)ethoxy)-5-(trifluoromethyl)-pyridin-3-yl)-1H-[1,2,3]triazolo[4,5-c]pyridine-4-carbonitrile trifluoroacetate (70 mg) and N,N-diisopropylethylamine (85 mg) in acetonitrile (2 ml), 1-chloro-2-methylpropan-2-ol (48 mg) and sodium iodide (19 mg) were added and heated in microwave at 160° C. for 0.5 h. The reaction mixture was concentrated then diluted with dichloromethane and water, extracted with dichloromethane and separated by hydrophobic frits, co...